From a dataset of the Open Reaction Database (ORD), a public repository of structured organic reaction records. describe an organic reaction: reactants, conditions, products, and yield Procedure details: 11.4 g (0.03 mole) of N,N'-bis-(2,6-diisopropylphenyl) guanidine, 5.7 g (0.033 mole) of α,α-dichloro-p-xylene and 2.1 g (0.015 mole) of anhydrous potassium carbonate were added to 50 ml of xylene. The thus-formed mixture was then refluxed under heating for 10 hours. After the mixture had been allowed to cool, the insoluble substance was removed by filtration. The thus-obtained filtrate was washed with water and then concentrated for the purpose of recovering the solvent and unreacted raw materia... Starting materials: C(C)(C)C1=C(C(=CC=C1)C(C)C)NC(=N)NC1=C(C=CC=C1C(C)C)C(C)C (N,N'-bis-(2,6-diisopropylphenyl) guanidine), ClC(C1=CC=C(C=C1)C)Cl (α,α-dichloro-p-xylene), C([O-])([O-])=O.[K+].[K+] (potassium carbonate). Solvent: C=1(C(=CC=CC1)C)C (xylene). The product is C(C)(C)C1=C(C(=CC=C1)C(C)C)NC(=NCC1=CC=C(C=C1)CCl)NC1=C(C=CC=C1C(C)C)C(C)C (N,N'-bis-(2,6-diisopropylphenyl)-N"-(4-chloromethylphenyl) methylguanidine). RXN SMILES: [CH:1]([C:4]1[CH:9]=[CH:8][CH:7]=[C:6]([CH:10]([CH3:12])[CH3:11])[C:5]=1[NH:13][C:14]([NH:16][C:17]1[C:22]([CH:23]([CH3:25])[CH3:24])=[CH:21][CH:20]=[CH:19][C:18]=1[CH:26]([CH3:28])[CH3:27])=[NH:15])([CH3:3])[CH3:2].[Cl:29][CH:30](Cl)[C:31]1[CH:36]=[CH:35][C:34]([CH3:37])=[CH:33][CH:32]=1.C(=O)([O-])[O-].[K+].[K+]>C1(C)C(C)=CC=CC=1>[CH:23]([C:22]1[CH:21]=[CH:20][CH:19]=[C:18]([CH:26]([CH3:28])[CH3:27])[C:17]=1[NH:16][C:14]([NH:13][C:5]1[C:4]([CH:1]([CH3:3])[CH3:2])=[CH:9][CH:8]=[CH:7][C:6]=1[CH:10]([CH3:12])[CH3:11])=[N:15][CH2:37][C:34]1[CH:35]=[CH:36][C:31]([CH2:30][Cl:29])=[CH:32][CH:33]=1)([CH3:25])[CH3:24] |f:2.3.4|. The yield is 40.5%. Reactants: [Al+3], CCN(C(=O)OC(C)(C)C)C(C)Cc1ccc2c(c1)OC(C(N)=O)O2, C1CCOC1, [H-], [H-], [H-], [H-], [Li+]. Product: CCN(C(=O)OC(C)(C)C)C(C)Cc1ccc2c(c1)OC(CN)O2. RXN SMILES: [Al+3:2].[C:7]([CH3:8])([CH3:9])([CH3:10])[O:11][C:12]([N:13]([CH2:14][CH3:15])[CH:16]([CH2:17][c:18]1[cH:19][c:20]2[c:21]([cH:28][cH:29]1)[O:22][CH:23]([C:25]([NH2:26])=[O:27])[O:24]2)[CH3:30])=[O:31].[CH2:32]1[O:33][CH2:34][CH2:35][CH2:36]1.[H-:1].[H-:4].[H-:5].[H-:6].[Li+:3]>>[C:7]([CH3:8])([CH3:9])([CH3:10])[O:11][C:12]([N:13]([CH2:14][CH3:15])[CH:16]([CH2:17][c:18]1[cH:19][c:20]2[c:21]([cH:28][cH:29]1)[O:22][CH:23]([CH2:25][NH2:26])[O:24]2)[CH3:30])=[O:31]. Starting materials: [OH-].[Na+] (sodium hydroxide), Cl.[Cl-].N1=C(C=CC=C1)CC[N+]1=CC=C(C=C1)C#N (1-[2-(2-pyridyl)ethyl]-4-cyanopyridinium chloride hydrochloride), N1CCCCC1 (piperidine). Run in O (water). Run at time 2.5 hour. The product is 15, N1(CCCCC1)C1=CC=NC=C1 (4-piperidinopyridine), C(=C)C1=NC=CC=C1 (2-vinylpyridine). Reaction SMILES: Cl.[Cl-].[N:3]1[CH:8]=[CH:7][CH:6]=[CH:5][C:4]=1[CH2:9][CH2:10][N+:11]1[CH:16]=[CH:15][C:14](C#N)=[CH:13][CH:12]=1.N1CCCCC1.[OH-].[Na+]>O>[N:10]1([C:11]2[CH:12]=[CH:13][N:14]=[CH:15][CH:16]=2)[CH2:9][CH2:4][CH2:3][CH2:8][CH2:7]1.[CH:9]([C:4]1[CH:5]=[CH:6][CH:7]=[CH:8][N:3]=1)=[CH2:10] |f:0.1.2,4.5|. Procedure details: To 28.1 parts of this 1-[2-(2-pyridyl)ethyl]-4-cyanopyridinium chloride hydrochloride in 150 parts water was added 24 parts of piperidine, and the resulting mixture stirred for 2.5 hours at ambient temperature. 300 parts of 40% sodium hydroxide was added, and the reaction heated to 100° C. for two hours, cooled, and the organic layer separated. Distillation of the organic layer gave 15 parts 4-piperidinopyridine and 10 parts 2-vinylpyridine which was subsequently recycled for use in preparing mo... Starting materials: O=C[C@H](O)[C@@H](O)[C@H](O)[C@H](O)CO (glucose), C([C@@H]1[C@H]([C@@H]([C@H]([C@H](O1)O[C@]2([C@H]([C@@H]([C@H](O2)CO)O)O)CO)O)O)O)O (sucrose). Product: OCC(=O)[C@@H](O)[C@H](O)[C@H](O)CO (fructose). As a reaction SMILES: [O:1]=[CH:2][C@@H:3]([C@H:5]([C@@H:7]([C@@H:9]([CH2:11][OH:12])[OH:10])[OH:8])[OH:6])[OH:4].C(O)[C@H]1O[C@H](O[C@]2(CO)O[C@H](CO)[C@@H](O)[C@@H]2O)[C@H](O)[C@@H](O)[C@@H]1O>>[OH:1][CH2:2][C:3]([C@H:5]([C@@H:7]([C@@H:9]([CH2:11][OH:12])[OH:10])[OH:8])[OH:6])=[O:4]. Procedure details: The experiment of Example 1 was repeated, except that the resins were washed with increasing volumes (2, 4, 6, or 8 bed volumes) of a dilute (4 mM) solution of NaOH. Fructose retention on the column was extended, but fructose still eluted as a distinct peak within reasonable times (at about 4.5, 5, 5.5, and 6 minutes, respectively). By contrast, retention of myo-inositol was not affected, and still left the column at about 3 minutes, as was observed in Example 1. Results for other mono-and di-sa... The reactants are NC=1C(=NC(=CC1)Br)C(=O)NC=1C=NN(C1)C (3-amino-6-bromo-N-(1-methyl-1H-pyrazol-4-yl)picolinamide), N1(CCCCC1)C=1C=C(C=CC1)B(O)O (3-(piperidin-1-yl)phenylboronic acid), C(=O)([O-])[O-].[Na+].[Na+] (Na2CO3), solution, solution, C(C)(=O)[O-].[K+] (potassium acetate). The solvent is C(C)#N (acetonitrile). Reported procedure: To a microwave reaction vial was added 317 from Example 317 (150 mg, 0.51 mmol), 3-(piperidin-1-yl)phenylboronic acid (312 mg, 1.52 mmol), dichloro[1,1′-bis(diphenylphosphino)ferrocene]palladium(II) (41 mg, 0.051 mmol), a 1M solution of Na2CO3 (0.76 mL), a 1M solution of potassium acetate (0.76 mL) and acetonitrile (11 mL). The mixture was irradiated to 120° C. with a microwave for 30 min and cooled to room temperature. It was filtered through Celite and thoroughly washed with methylene chloride... As a reaction SMILES: [NH2:1][C:2]1[C:3]([C:9]([NH:11][C:12]2[CH:13]=[N:14][N:15]([CH3:17])[CH:16]=2)=[O:10])=[N:4][C:5](Br)=[CH:6][CH:7]=1.[N:18]1([C:24]2[CH:25]=[C:26](B(O)O)[CH:27]=[CH:28][CH:29]=2)[CH2:23][CH2:22][CH2:21][CH2:20][CH2:19]1.C([O-])([O-])=O.[Na+].[Na+].C([O-])(=O)C.[K+]>C1C=CC(P(C2C=CC=CC=2)[C-]2C=CC=C2)=CC=1.C1C=CC(P(C2C=CC=CC=2)[C-]2C=CC=C2)=CC=1.Cl[Pd]Cl.[Fe+2].C(#N)C>[NH2:1][C:2]1[C:3]([C:9]([NH:11][C:12]2[CH:13]=[N:14][N:15]([CH3:17])[CH:16]=2)=[O:10])=[N:4][C:5]([C:26]2[CH:27]=[CH:28][CH:29]=[C:24]([N:18]3[CH2:19][CH2:20][CH2:21][CH2:22][CH2:23]3)[CH:25]=2)=[CH:6][CH:7]=1 |f:2.3.4,5.6,7.8.9.10|. Reagents/catalysts: C1=CC=C(C=C1)P([C-]2C=CC=C2)C3=CC=CC=C3.C1=CC=C(C=C1)P([C-]2C=CC=C2)C3=CC=CC=C3.Cl[Pd]Cl.[Fe+2] (dichloro[1,1′-bis(diphenylphosphino)ferrocene]palladium(II)). The product is NC=1C(=NC(=CC1)C1=CC(=CC=C1)N1CCCCC1)C(=O)NC=1C=NN(C1)C (3-amino-N-(1-methyl-1H-pyrazol-4-yl)-6-(3-(piperidin-1-yl)phenyl)picolinamide). Reactants: compounds 112, C(#N)C1=C(SC=2CNCCC21)NC(C=CC2=C(C=CC=C2)Cl)=O (N-(3-cyano-4,5,6,7-tetrahydro-thieno[2,3-c]pyridin-2-yl)-3-(2-chloro-phenyl)-acrylamide), C(#N)C1=C(SC=2CNCCC21)NC(C=CC=2C=NC=CC2)=O (N-(3-cyano-4,5,6,7-tetrahydro-thieno[2,3-c]pyridin-2-yl)-3-(pyridin-3-yl)-acrylamide), C(#N)C1=C(SC=2CNCCC21)NC(C=CC2=CC=CC=C2)=O (N-(3-cyano-4,5,6,7-tetrahydro-thieno[2,3-c]pyridin-2-yl)-3-phenyl-acrylamide), C(#N)C1=C(SC=2CNCCC21)NC(C=CC2=C(C=CC=C2)OC)=O (N-(3-cyano-4,5,6,7-tetrahydro-thieno[2,3-c]pyridin-2-yl)-3-(2-methoxy-phenyl)-acrylamide). Product: C(C)OC(=O)N1CC2=C(CC1)C(=C(S2)NC(\C=C\C2=CC=CC=1OCOC12)=O)C#N (2-((E)-3-Benzo[1,3]dioxol-4-yl-allanoylamino)-3-cyano-4,7-dihydro-5H-thieno[2,3-c]pyridine-6-carboxylic Acid Ethyl Ester). RXN SMILES: C(C1C2CCNCC=2SC=1N[C:13](=[O:22])[CH:14]=CC1C=CC=CC=1)#N.[C:23]([C:25]1[C:33]2[CH2:32][CH2:31][NH:30][CH2:29][C:28]=2[S:27][C:26]=1[NH:34][C:35](=[O:46])[CH:36]=[CH:37][C:38]1[CH:43]=[CH:42][CH:41]=[CH:40][C:39]=1[O:44][CH3:45])#[N:24].C(C1C2CCNCC=2SC=1N[C:59](=[O:69])C=CC1C=CC=CC=1Cl)#N.C(C1C2CCNCC=2SC=1NC(=[O:91])C=CC1C=NC=CC=1)#N>>[CH2:13]([O:22][C:59]([N:30]1[CH2:31][CH2:32][C:33]2[C:25]([C:23]#[N:24])=[C:26]([NH:34][C:35](=[O:46])/[CH:36]=[CH:37]/[C:38]3[C:39]4[O:44][CH2:45][O:91][C:40]=4[CH:41]=[CH:42][CH:43]=3)[S:27][C:28]=2[CH2:29]1)=[O:69])[CH3:14]. Procedure details: The following compounds 112 to 127, 129, 130, 132 to 134,132 to 134, 135 to 164, and 166 to 168 can be prepared starting from the appropriate starting compound selected from N-(3-cyano-4,5,6,7-tetrahydro-thieno[2,3-c]pyridin-2-yl)-3-phenyl-acrylamide, N-(3-cyano-4,5,6,7-tetrahydro-thieno[2,3-c]pyridin-2-yl)-3-(2-methoxy-phenyl)-acrylamide, N-(3-cyano-4,5,6,7-tetrahydro-thieno[2,3-c]pyridin-2-yl)-3-(2-chloro-phenyl)-acrylamide and N-(3-cyano-4,5,6,7-tetrahydro-thieno[2,3-c]pyridin-2-yl)-3-(pyridi... Reactants: CC(C)=O, COC(=O)c1cc(Cl)c(O)cc1O, COc1ccc(CCl)cc1. The product is COC(=O)c1cc(Cl)c(OCc2ccc(OC)cc2)cc1O. Reaction SMILES: [CH3:24][C:25](=[O:26])[CH3:27].[Cl:11][c:12]1[c:13]([OH:23])[cH:14][c:15]([OH:22])[c:16]([C:17](=[O:18])[O:19][CH3:20])[cH:21]1.[Cl:1][CH2:2][c:3]1[cH:4][cH:5][c:6]([O:9][CH3:10])[cH:7][cH:8]1>>[CH2:2]([c:3]1[cH:4][cH:5][c:6]([O:9][CH3:10])[cH:7][cH:8]1)[O:23][c:13]1[c:12]([Cl:11])[cH:21][c:16]([C:17](=[O:18])[O:19][CH3:20])[c:15]([OH:22])[cH:14]1.